This data is from the Open Reaction Database (ORD), a public repository of structured organic reaction records. The task is: describe an organic reaction: reactants, conditions, products, and yield The reactants are C(C)#N (acetonitrile), [I-].[Na+] (sodium iodide), BrC1OC(=O)C2=CC=CC=C12 (bromophthalide), ice water, CC(=O)OCC1=C(N2[C@@H]([C@@H](C2=O)NC(=O)CC3=CC=CS3)SC1)C(=O)O (cephalothin). Solvent: CS(=O)C (DMSO). Run at time 3 minute. Product: IC1OC(=O)C2=CC=CC=C12 (Iodophthalide). RXN SMILES: C(#N)C.[I-:4].[Na+].Br[CH:7]1[C:16]2[C:11](=[CH:12][CH:13]=[CH:14][CH:15]=2)[C:9](=[O:10])[O:8]1.CC(OCC1CS[C@@H]2[C@H](NC(CC3SC=CC=3)=O)C(=O)N2C=1C(O)=O)=O>CS(C)=O>[I:4][CH:7]1[C:16]2[C:11](=[CH:12][CH:13]=[CH:14][CH:15]=2)[C:9](=[O:10])[O:8]1 |f:1.2|. Procedure details: Iodophthalide was prepared immediately prior to use by mixing acetonitrile solutions of sodium iodide (1.5mmole) and bromophthalide (1.5mmole) and stirring for 3 minutes. This solution was filtered (to remove precipitated sodium bromide) into an ice cooled DMSO solution of cephalothin (1mmole), stirred 10 minutes and poured into ice water to precipitate the required ester. Yield of crude, neutral product after work up -- 90%. TLC and NMR indicate >90% ceph-3-em ester. δ (CDCl3 /trace DMSO) = 2.0... Starting materials: [BH4-], CO, [Na+], C1CCOC1, O, O=C1CCc2cc(OCc3ccccc3)ccc21. Yields the product OC1CCc2cc(OCc3ccccc3)ccc21. RXN SMILES: [BH4-:19].[CH3:27][OH:28].[Na+:20].[O:22]1[CH2:23][CH2:24][CH2:25][CH2:26]1.[OH2:21].[c:1]1([CH2:7][O:8][c:9]2[cH:10][c:11]3[c:15]([cH:16][cH:17]2)[C:14](=[O:18])[CH2:13][CH2:12]3)[cH:2][cH:3][cH:4][cH:5][cH:6]1>>[c:1]1([CH2:7][O:8][c:9]2[cH:10][c:11]3[c:15]([cH:16][cH:17]2)[CH:14]([OH:18])[CH2:13][CH2:12]3)[cH:2][cH:3][cH:4][cH:5][cH:6]1. The reactants are C(CCCCC)NS(=O)(=O)CCCCCCCC(=O)OCC (ethyl 8-hexylsulfamoyl-octanoate), CO (Methanol), [H-].C(C(C)C)[Al+]CC(C)C (diisobutylaluminum hydride), [H-].C(C(C)C)[Al+]CC(C)C (diisobutylaluminum hydride), [C@@H]([C@H](C(=O)[O-])O)(C(=O)[O-])O.[Na+].[K+] (Rochelle salt). The solvent is C1(=CC=CC=C1)C (toluene), C1(=CC=CC=C1)C (toluene), O (water), C1(=CC=CC=C1)C (toluene). Conditions: temperature -78 celsius, time 1.5 hour. Yields the product C(CCCCC)NS(=O)(=O)CCCCCCCC=O (8-oxo-octane-1-sulfonic acid hexyl amide). RXN SMILES: [CH2:1]([NH:7][S:8]([CH2:11][CH2:12][CH2:13][CH2:14][CH2:15][CH2:16][CH2:17][C:18](OCC)=[O:19])(=[O:10])=[O:9])[CH2:2][CH2:3][CH2:4][CH2:5][CH3:6].[H-].C([Al+]CC(C)C)C(C)C.CO.[C@H](O)(C([O-])=O)[C@@H](O)C([O-])=O.[Na+].[K+]>C1(C)C=CC=CC=1.O>[CH2:1]([NH:7][S:8]([CH2:11][CH2:12][CH2:13][CH2:14][CH2:15][CH2:16][CH2:17][CH:18]=[O:19])(=[O:10])=[O:9])[CH2:2][CH2:3][CH2:4][CH2:5][CH3:6] |f:1.2,4.5.6|. Reported procedure: Under a nitrogen atmosphere, ethyl 8-hexylsulfamoyl-octanoate (No. 6804262; 818.3 mg, 2.44 mmol) was dissolved in toluene (11 mL), and the mixture was cooled to −78° C. While maintaining the temperature at −78° C., a diluted solution of diisobutylaluminum hydride (1.5 M solution in toluene, 1.95 mL, 2.93 mmol) in toluene (2.9 mL) was added dropwise over 25 minutes, and the mixture was stirred at −78° C. for 1.5 hours. The reaction was monitored by LCMS. To this reaction solution was, then, furth... Run at temperature 140 celsius, time 2 hour. RXN SMILES: [C:1]([O:5][C:6](=[O:33])[NH:7][CH:8]1[CH2:13][CH2:12][CH:11]([NH:14][C:15]2[C:16]3[N:17]([C:21]([C:24]4[CH:29]=[CH:28][N:27]=[C:26](S(C)=O)[N:25]=4)=[CH:22][N:23]=3)[CH:18]=[CH:19][N:20]=2)[CH2:10][CH2:9]1)([CH3:4])([CH3:3])[CH3:2].[CH2:34]([NH2:41])[C:35]1[CH:40]=[CH:39][CH:38]=[CH:37][CH:36]=1>>[C:1]([O:5][C:6](=[O:33])[NH:7][CH:8]1[CH2:13][CH2:12][CH:11]([NH:14][C:15]2[C:16]3[N:17]([C:21]([C:24]4[CH:29]=[CH:28][N:27]=[C:26]([NH:41][CH2:34][C:35]5[CH:40]=[CH:39][CH:38]=[CH:37][CH:36]=5)[N:25]=4)=[CH:22][N:23]=3)[CH:18]=[CH:19][N:20]=2)[CH2:10][CH2:9]1)([CH3:4])([CH3:3])[CH3:2]. The product is C(C)(C)(C)OC(NC1CCC(CC1)NC=1C=2N(C=CN1)C(=CN2)C2=NC(=NC=C2)NCC2=CC=CC=C2)=O ({4-[3-(2-benzylamino-pyrimidin-4-yl)-imidazo[1,2-a]pyrazin-8-ylamino]-cyclohexyl}-carbamic acid tert-butyl ester). The reactants are C(C)(C)(C)OC(NC1CCC(CC1)NC=1C=2N(C=CN1)C(=CN2)C2=NC(=NC=C2)S(=O)C)=O ({4-[3-(2-methanesulfinyl-pyrimidin-4-yl)-imidazo[1,2-a]pyrazin-8-ylamino]-cyclohexyl}-carbamic acid tert-butyl ester), C(C1=CC=CC=C1)N (benzylamine). Procedure: The mixture of {4-[3-(2-methanesulfinyl-pyrimidin-4-yl)-imidazo[1,2-a]pyrazin-8-ylamino]-cyclohexyl}-carbamic acid tert-butyl ester (from Example 48 supra) (130 mg, 0.276 mmol) and benzylamine (118.2 mg, 1.104 mmol) was heated at 140° C. with stirring for 2 hours. The oil was purified by chromatography (silica gel, 10 g, 200-300 mesh, eluting with dichloromethane:methanol, 50:1 to 30:1) to afford crude {4-[3-(2-benzylamino-pyrimidin-4-yl)-imidazo[1,2-a]pyrazin-8-ylamino]-cyclohexyl}-carbamic aci... The reactants are SC1=NC=NC2=CC=CC=C12 (4-mercaptoquinazoline), COC=1C=C(CCl)C=C(C1OC)OC (3,4,5-trimethoxybenzyl chloride). Product: COC=1C=C(CSC2=NC=NC3=CC=CC=C23)C=C(C1OC)OC (4-(3,4,5-Trimethoxybenzylthio)-quinazoline). Yield: 42.2%. As a reaction SMILES: [SH:1][C:2]1[C:11]2[C:6](=[CH:7][CH:8]=[CH:9][CH:10]=2)[N:5]=[CH:4][N:3]=1.[CH3:12][O:13][C:14]1[CH:15]=[C:16]([CH:19]=[C:20]([O:24][CH3:25])[C:21]=1[O:22][CH3:23])[CH2:17]Cl>>[CH3:25][O:24][C:20]1[CH:19]=[C:16]([CH:15]=[C:14]([O:13][CH3:12])[C:21]=1[O:22][CH3:23])[CH2:17][S:1][C:2]1[C:11]2[C:6](=[CH:7][CH:8]=[CH:9][CH:10]=2)[N:5]=[CH:4][N:3]=1. Procedure details: The title compound(3.56 g) was prepared from 4-mercaptoquinazoline(4.0 g) and 3,4,5-trimethoxybenzyl chloride(7.3 g). The reactants are ClC1=NC2=CC(=C(C=C2C(=N1)N1CCC(CC1)CN1C(N(C2=CC=C(C=C2C1=O)C)C)=O)OC)OC (3-[1-(2-chloro-6,7-dimethoxy-4-quinazolinyl)-4-piperidinyl]methyl-1,2,3,4-tetrahydro-1,6-dimethyl-2,4-dioxoquinazoline), CN(C=O)C (dimethylformamide), ClC1=NC2=CC(=C(C=C2C(=N1)N1CCC(CC1)CN1C(N(C2=CC=C(C=C2C1=O)C)C)=O)OC)OC (3-[1-(2-chloro-6,7-dimethoxy-4-quinazolinyl)-4-piperidinyl]methyl-1,2,3,4-tetrahydro-1,6-dimethyl-2,4-dioxoquinazoline), CN1C(CCC1)=O (N-methylpyrrolidinone). The product is COC=1C=C2C(=NC(=NC2=CC1OC)N1CCOCC1)N1CCC(CC1)CN1C(N(C2=CC=C(C=C2C1=O)C)C)=O (3-[1-(6,7-Dimethoxy-2-morpholino-4-quinazolinyl)-4-piperidinyl]methyl-1,2,3,4-tetrahydro-1,6-dimethyl-2,4-dioxoquinazoline). Isolated yield 76.0%. RXN SMILES: Cl[C:2]1[N:11]=[C:10]([N:12]2[CH2:17][CH2:16][CH:15]([CH2:18][N:19]3[C:28](=[O:29])[C:27]4[C:22](=[CH:23][CH:24]=[C:25]([CH3:30])[CH:26]=4)[N:21]([CH3:31])[C:20]3=[O:32])[CH2:14][CH2:13]2)[C:9]2[C:4](=[CH:5][C:6]([O:35][CH3:36])=[C:7]([O:33][CH3:34])[CH:8]=2)[N:3]=1.C[N:38]1[CH2:42][CH2:41][CH2:40][C:39]1=O.CN(C)C=[O:47]>>[CH3:34][O:33][C:7]1[CH:8]=[C:9]2[C:4](=[CH:5][C:6]=1[O:35][CH3:36])[N:3]=[C:2]([N:38]1[CH2:42][CH2:41][O:47][CH2:40][CH2:39]1)[N:11]=[C:10]2[N:12]1[CH2:13][CH2:14][CH:15]([CH2:18][N:19]2[C:28](=[O:29])[C:27]3[C:22](=[CH:23][CH:24]=[C:25]([CH3:30])[CH:26]=3)[N:21]([CH3:31])[C:20]2=[O:32])[CH2:16][CH2:17]1. Procedure: The same procedure as in Example 1 was repeated, except that 300 mg (0.59 mmol) of 3-[1-(2-chloro-6,7-dimethoxy-4-quinazolinyl)-4-piperidinyl]methyl-1,2,3,4-tetrahydro-1,6-dimethyl-2,4-dioxoquinazoline (Compound h) obtained in Reference Example 9 was used in place of Compound a, and N-methylpyrrolidinone was used as the solvent in place of dimethylformamide, to give 250 mg (yield: 76%) of Compound 27 as white crystals. Starting materials: [F-].C(CCC)[N+](CCCC)(CCCC)CCCC (tetrabutylammonium fluoride), solution, O=C1N(C(C2=CC=CC=C12)=O)C(CC1=C(CNC(C(=O)OC(C)(C)C)CC(C)C)C=CC=C1)C(=O)OCC[Si](C)(C)C (2-{2-[2-(1,3-dioxo-1,3,dihydro-isoindol-2-yl)-2-(2-trimethylsilanyl-ethoxycarbonyl)-ethyl]-benzylamino}-4-methyl-valeric acid, tert-butyl ester). Solvent: O1CCCC1 (tetrahydrofuran), O1CCCC1 (tetrahydrofuran). Conditions: time 1.5 hour. The product is C(=O)(O)C(CC1=C(CNC(C(=O)OC(C)(C)C)CC(C)C)C=CC=C1)N1C(C2=CC=CC=C2C1=O)=O (2-{2-[2-Carboxy-2-(1,3-dioxo-1,3,dihydro-isoindol-2-yl)-ethyl]-benzylamino}-4-methyl-valeric acid, tert-butyl ester). The yield is 102.2%. As a reaction SMILES: [O:1]=[C:2]1[C:10]2[C:5](=[CH:6][CH:7]=[CH:8][CH:9]=2)[C:4](=[O:11])[N:3]1[CH:12]([C:34]([O:36]CC[Si](C)(C)C)=[O:35])[CH2:13][C:14]1[CH:33]=[CH:32][CH:31]=[CH:30][C:15]=1[CH2:16][NH:17][CH:18]([CH2:26][CH:27]([CH3:29])[CH3:28])[C:19]([O:21][C:22]([CH3:25])([CH3:24])[CH3:23])=[O:20].[F-].C([N+](CCCC)(CCCC)CCCC)CCC>O1CCCC1>[C:34]([CH:12]([N:3]1[C:4](=[O:11])[C:5]2[C:10](=[CH:9][CH:8]=[CH:7][CH:6]=2)[C:2]1=[O:1])[CH2:13][C:14]1[CH:33]=[CH:32][CH:31]=[CH:30][C:15]=1[CH2:16][NH:17][CH:18]([CH2:26][CH:27]([CH3:29])[CH3:28])[C:19]([O:21][C:22]([CH3:24])([CH3:23])[CH3:25])=[O:20])([OH:36])=[O:35] |f:1.2|. Procedure details: Dissolve 2-{2-[2-(1,3-dioxo-1,3,dihydro-isoindol-2-yl)-2-(2-trimethylsilanyl-ethoxycarbonyl)-ethyl]-benzylamino}-4-methyl-valeric acid, tert-butyl ester (221 mg, 0.372 mmol) in tetrahydrofuran (5 mL) and treat with tetrabutylammonium fluoride (0.43 mL of a 1.0M solution in tetrahydrofuran, 0.43 mmol). Stir for 1.5 hours, evaporate the solvent in vacuo and dissolve the residue in ethyl acetate (75 mL). Wash with 1N hydrochloric acid (25 mL) and brine (25 mL). Dry (Na2SO4) and evaporate the solven... Starting materials: ClCCC(C)C1=CC=C(C=C1)C1=CC=C(C=C1)F (1-chloro-3-(4'-fluoro-4-biphenylyl)-butane), C(C1=CC=CC=C1)N (benzylamine), Pd on-charcoal. Solvent: CO (methanol). The product is FC1=CC=C(C=C1)C1=CC=C(C=C1)C(CCN)C (3-(4'-fluoro-4-biphenylyl)-butylamine). As a reaction SMILES: Cl[CH2:2][CH2:3][CH:4]([C:6]1[CH:11]=[CH:10][C:9]([C:12]2[CH:17]=[CH:16][C:15]([F:18])=[CH:14][CH:13]=2)=[CH:8][CH:7]=1)[CH3:5].C([NH2:26])C1C=CC=CC=1>CO>[F:18][C:15]1[CH:16]=[CH:17][C:12]([C:9]2[CH:10]=[CH:11][C:6]([CH:4]([CH3:5])[CH2:3][CH2:2][NH2:26])=[CH:7][CH:8]=2)=[CH:13][CH:14]=1. Reported procedure: A solution of 33.3 g of N-benzyl-3-(4'-fluoro-4-biphenylyl)-1-butylamine [obtainable by reacting 3-(4'-fluoro-4-biphenylyl)-butanol with SOCl2 ] to give 1-chloro-3-(4'-fluoro-4-biphenylyl)-butane and reaction with benzylamine in 500 ml of methanol is hydrogenated over 8 g of 5% Pd-on-charcoal at 20° and normal pressure. After filtration and evaporation, 3-(4'-fluoro-4-biphenylyl)-butylamine is obtained. Hydrochloride, m.p. 222°-224°. The reactants are CCCCO, CCN(C(C)C)C(C)C, Cc1cc(Nc2nc(Cl)c(C#N)cc2Cl)n[nH]1, CC(N)c1ccc(F)cn1, Nc1ccccn1. The product is Cc1cc(Nc2nc(NC(C)c3ccc(F)cn3)c(C#N)cc2Cl)n[nH]1. RXN SMILES: [CH2:44]([OH:45])[CH2:46][CH2:47][CH3:48].[CH:28]([N:29]([CH2:30][CH3:31])[CH:32]([CH3:33])[CH3:34])([CH3:35])[CH3:36].[Cl:1][c:2]1[c:3]([C:4]#[N:5])[cH:6][c:7]([Cl:17])[c:8]([NH:10][c:11]2[n:12][nH:13][c:14]([CH3:16])[cH:15]2)[n:9]1.[F:18][c:19]1[cH:20][cH:21][c:22]([CH:25]([CH3:26])[NH2:27])[n:23][cH:24]1.[n:37]1[cH:38][cH:39][cH:40][cH:41][c:42]1[NH2:43]>>[c:2]1([NH:27][CH:25]([c:22]2[cH:21][cH:20][c:19]([F:18])[cH:24][n:23]2)[CH3:26])[c:3]([C:4]#[N:5])[cH:6][c:7]([Cl:17])[c:8]([NH:10][c:11]2[n:12][nH:13][c:14]([CH3:16])[cH:15]2)[n:9]1. Starting materials: CSCCC=1N(C=CN1)CCCCC1=CC=C(C=C1)O (4-[4-[2-[2-(methylsulfanyl)ethyl]-1H-imidazol-1-yl]butyl]phenol), [H-].[Na+] (sodium hydride), ClCC=1N=C(OC1)\C=C\C1=C(C=C(C=C1)F)F (4-chloromethyl-2-[(E)-2-(2,4-difluorophenyl)ethenyl]-1,3-oxazole). Yields the product FC1=C(C=CC(=C1)F)/C=C/C=1OC=C(N1)COC1=CC=C(C=C1)CCCCN1C(=NC=C1)CCSC (2-[(E)-2-(2,4-difluorophenyl)ethenyl]-4-[[4-[4-[2-[2-(methylsulfanyl)ethyl]-1H-imidazol-1-yl]butyl]phenoxy]methyl]-1,3-oxazole). The yield is 92.6%. RXN SMILES: [CH3:1][S:2][CH2:3][CH2:4][C:5]1[N:6]([CH2:10][CH2:11][CH2:12][CH2:13][C:14]2[CH:19]=[CH:18][C:17]([OH:20])=[CH:16][CH:15]=2)[CH:7]=[CH:8][N:9]=1.[H-].[Na+].Cl[CH2:24][C:25]1[N:26]=[C:27](/[CH:30]=[CH:31]/[C:32]2[CH:37]=[CH:36][C:35]([F:38])=[CH:34][C:33]=2[F:39])[O:28][CH:29]=1>>[F:39][C:33]1[CH:34]=[C:35]([F:38])[CH:36]=[CH:37][C:32]=1/[CH:31]=[CH:30]/[C:27]1[O:28][CH:29]=[C:25]([CH2:24][O:20][C:17]2[CH:18]=[CH:19][C:14]([CH2:13][CH2:12][CH2:11][CH2:10][N:6]3[CH:7]=[CH:8][N:9]=[C:5]3[CH2:4][CH2:3][S:2][CH3:1])=[CH:15][CH:16]=2)[N:26]=1 |f:1.2|. Reported procedure: Using 4-[4-[4-[2-[2-(methylsulfanyl)ethyl]-1H-imidazol-1-yl]butyl]phenol (500 mg), 65% sodium hydride (69.8 mg) and 4-chloromethyl-2-[(E)-2-(2,4-difluorophenyl)ethenyl]-1,3-oxazole (483 mg), the same reaction as Example 11-(i) was carried out to yield the titled compound (812 mg) as a colorless amorphous form.